From a dataset of the Open Reaction Database (ORD), a public repository of structured organic reaction records. describe an organic reaction: reactants, conditions, products, and yield Reactants: FC1=C2C=C(NC2=CC=C1OC1=NC=NC2=CC(=C(C=C12)OC)OCC1=CC=CC=C1)C (4-(4-fluoro-2-methyl-1H-indol-5-yloxy)-7-(benzyloxy)-6-methoxyquinazoline), FC1=C2C=C(NC2=CC=C1OC1=NC=NC2=CC(=C(C=C12)OC)OCC1=CC=CC=C1)C (4-(4-fluoro-2-methyl-1H-indol-5-yloxy)-7-(benzyloxy)-6-methoxyquinazoline), C(=O)[O-].[NH4+] (ammonium formate). Reagents/catalysts: [OH-].[Pd+2].[OH-] (Palladium hydroxide). The solvent is CN(C=O)C (N,N-dimethylformamide). Run at time 2 hour. Yields the product FC1=C2C=C(NC2=CC=C1OC1=NC=NC2=CC(=C(C=C12)OC)O)C (4-(4-fluoro-2-methyl-1H-indol-5-yloxy)-6-methoxyquinazolin-7-ol). RXN SMILES: [F:1][C:2]1[C:10]([O:11][C:12]2[C:21]3[C:16](=[CH:17][C:18]([O:24]CC4C=CC=CC=4)=[C:19]([O:22][CH3:23])[CH:20]=3)[N:15]=[CH:14][N:13]=2)=[CH:9][CH:8]=[C:7]2[C:3]=1[CH:4]=[C:5]([CH3:32])[NH:6]2.C([O-])=O.[NH4+]>CN(C)C=O.[OH-].[Pd+2].[OH-]>[F:1][C:2]1[C:10]([O:11][C:12]2[C:21]3[C:16](=[CH:17][C:18]([OH:24])=[C:19]([O:22][CH3:23])[CH:20]=3)[N:15]=[CH:14][N:13]=2)=[CH:9][CH:8]=[C:7]2[C:3]=1[CH:4]=[C:5]([CH3:32])[NH:6]2 |f:1.2,4.5.6|. Reported procedure: 4-(4-fluoro-2-methyl-1H-indol-5-yloxy)-7-(benzyloxy)-6-methoxyquinazoline (Compound 2, 0.46 g, 1.1 mmol) was dissolved in N,N-dimethylformamide (10 mL). Palladium hydroxide catalyst (250 mg, 10% on carbon) was added, followed by ammonium formate (0.67 g, 10.6 mmol). The reaction solution was stirred for 2 hours at room temperature. The catalyst was filtered through a CELITE pad, then the solution was evaporated, then dried in high vacuum overnight to generate Compound 3 as a brown solid (0.36 g,... Reactants: CCCC[N+](CCCC)(CCCC)CCCC, ClCCl, CO, O=C(Cl)Cl, O=C(O)C(F)(F)F, CC1C(NC(=O)Cc2ccccc2)C(=O)N1S(=O)(=O)O, c1ccccc1, c1ccncc1. The product is CC1C(N)C(=O)N1S(=O)(=O)O. As a reaction SMILES: [CH2:21]([N+:22]([CH2:23][CH2:24][CH2:25][CH3:26])([CH2:27][CH2:28][CH2:29][CH3:30])[CH2:31][CH2:32][CH2:33][CH3:34])[CH2:35][CH2:36][CH3:37].[CH2:49]([Cl:50])[Cl:51].[CH3:58][OH:59].[Cl:38][C:39](=[O:40])[Cl:41].[OH:42][C:43]([C:44]([F:45])([F:46])[F:47])=[O:48].[c:1]1([CH2:2][C:3](=[O:4])[NH:10][CH:11]2[C:12](=[O:20])[N:13]([S:16](=[O:17])(=[O:18])[OH:19])[CH:14]2[CH3:15])[cH:5][cH:6][cH:7][cH:8][cH:9]1.[cH:52]1[cH:53][cH:54][cH:55][cH:56][cH:57]1.[cH:60]1[cH:61][cH:62][n:63][cH:64][cH:65]1>>[NH2:10][CH:11]1[C:12](=[O:20])[N:13]([S:16](=[O:17])(=[O:18])[OH:19])[CH:14]1[CH3:15]. Starting materials: OC1=CC=C(OC(C(=O)O)C)C=C1 (2-(4-hydroxyphenoxy)propionic acid), CO (methanol). Reagents/catalysts: Cl (hydrogen chloride). Solvent: O (H2O). Product: OC1=CC=C(OC(C(=O)OC)C)C=C1 (methyl 2-(4-hydroxyphenoxy)propionate). The yield is 99.9%. Reaction SMILES: [OH:1][C:2]1[CH:13]=[CH:12][C:5]([O:6][CH:7]([CH3:11])[C:8]([OH:10])=[O:9])=[CH:4][CH:3]=1.[CH3:14]O>Cl.O>[OH:1][C:2]1[CH:3]=[CH:4][C:5]([O:6][CH:7]([CH3:11])[C:8]([O:10][CH3:14])=[O:9])=[CH:12][CH:13]=1. Procedure details: Into a mixture of 191 g (1 mol) of 2-(4-hydroxyphenoxy)propionic acid, moist (5% of H2O content), and 160 g (5 mol) of methanol there was blown in 0.73 g (0.02 mol) of hydrogen chloride and the mixture was caused to react and purified in a manner similar to that described in example 1. There were obtained 196 g (100%) [content: 99,7%] of methyl 2-(4-hydroxyphenoxy)propionate (chloride value: 34 ppm; organic chlorine: <10 ppm, other impurities: <0,1%, [hydroxyphenoxypropionic acid not detectable]... Starting materials: O (Water), FC1=CC=C(C=C1)I (1-fluoro-4-iodobenzene), C(=O)(O)[O-].[Na+] (NaHCO3), C(C=C)O (allyl alcohol). Reagents/catalysts: [Cl-].C(C1=CC=CC=C1)[N+](CC)(CC)CC (benzyltriethylammonium chloride), C(C)(=O)[O-].[Pd+2].C(C)(=O)[O-] (palladium acetate). The solvent is CCOCC (Et2O), CN(C)C=O (DMF). Run at temperature 50 celsius. The product is FC1=CC=C(C=C1)CCCO (3-(4-fluorophenyl)propanol). Reaction SMILES: [F:1][C:2]1[CH:7]=[CH:6][C:5](I)=[CH:4][CH:3]=1.C([O-])(O)=O.[Na+].[CH2:14]([OH:17])[CH:15]=[CH2:16].O>[Cl-].C([N+](CC)(CC)CC)C1C=CC=CC=1.CN(C=O)C.C([O-])(=O)C.[Pd+2].C([O-])(=O)C.CCOCC>[F:1][C:2]1[CH:7]=[CH:6][C:5]([CH2:16][CH2:15][CH2:14][OH:17])=[CH:4][CH:3]=1 |f:1.2,5.6,8.9.10|. Procedure details: To a mixture of 1-fluoro-4-iodobenzene (300 g, 1.35 mol), benzyltriethylammonium chloride (300 g, 1.35 mol), NaHCO3 (283 g, 3.4 mol) and allyl alcohol (138 mL, 2.0 mol) in DMF (300 mL) was added palladium acetate (3.0 g, 13.5 mmol). The mixture was heated at 50° C. for 5 h with stirring. Water (1 L) and Et2O (1 L) were added at rt. After filtration through Celite, the filtrate was extracted with Et2O. The extracts were washed with H2O and brine, then dried and concentrated to yield the product: ...